From a dataset of the Open Reaction Database (ORD), a public repository of structured organic reaction records. describe an organic reaction: reactants, conditions, products, and yield Starting materials: FC1=CC=C(C=C1)S(=O)(=O)C1=CC2=C(CCNCC2)C(=C1)I (7-(4-fluorophenylsulfonyl)-9-iodo-1,2,4,5-tetrahydro-3-benzazepine), C(C)(=O)O[BH-](OC(C)=O)OC(C)=O.[Na+] (sodium triacetoxyborohydride), C=O (formalin), O (water). Solvent: ClCCl (dichloromethane). Run at time 2 hour. Yields the product CN1CCC2=C(CC1)C(=CC(=C2)S(=O)(=O)C2=CC=C(C=C2)F)I (3-Methyl-7-(4-fluorophenylsulfonyl)-9-iodo-1,2,4,5-tetrahydro-3-benzazepine). Yield: 98.0%. RXN SMILES: [F:1][C:2]1[CH:7]=[CH:6][C:5]([S:8]([C:11]2[CH:21]=[C:20]([I:22])[C:14]3[CH2:15][CH2:16][NH:17][CH2:18][CH2:19][C:13]=3[CH:12]=2)(=[O:10])=[O:9])=[CH:4][CH:3]=1.[C:23](O[BH-](OC(=O)C)OC(=O)C)(=O)C.[Na+].C=O.O>ClCCl>[CH3:23][N:17]1[CH2:16][CH2:15][C:14]2[C:20]([I:22])=[CH:21][C:11]([S:8]([C:5]3[CH:6]=[CH:7][C:2]([F:1])=[CH:3][CH:4]=3)(=[O:9])=[O:10])=[CH:12][C:13]=2[CH2:19][CH2:18]1 |f:1.2|. Procedure: To a solution of 7-(4-fluorophenylsulfonyl)-9-iodo-1,2,4,5-tetrahydro-3-benzazepine (2.4 g, 5.5 mmol) in dichloromethane (20 ml) were added sodium triacetoxyborohydride (1.8 g, 8.5 mmol) and formalin (1 ml, 37%, 12 mmol). The mixture was stirred for 2 h without cooling then poured into water (100 ml) and extracted with more dichloromethane (100 ml). The resulting organic layer was washed with brine (100 ml), dried (MgSO4), and evaporated to give the subtitle compound as a white foam (2.4 g).